From a dataset of the Open Reaction Database (ORD), a public repository of structured organic reaction records. describe an organic reaction: reactants, conditions, products, and yield Reactants: CN(C=C(C=O)C1=C(C=CC=C1)[N+](=O)[O-])C (3-Dimethylamino-2-(2-nitrophenyl)propenal), NN (hydrazine). The solvent is C(C)O (ethanol). Yields the product [N+](=O)([O-])C1=C(C=CC=C1)C=1C=NNC1 (4-(2-nitrophenyl)pyrazole). RXN SMILES: C[N:2](C)[CH:3]=[C:4]([C:7]1[CH:12]=[CH:11][CH:10]=[CH:9][C:8]=1[N+:13]([O-:15])=[O:14])[CH:5]=O.[NH2:17]N>C(O)C>[N+:13]([C:8]1[CH:9]=[CH:10][CH:11]=[CH:12][C:7]=1[C:4]1[CH:3]=[N:2][NH:17][CH:5]=1)([O-:15])=[O:14]. Reported procedure: 3-Dimethylamino-2-(2-nitrophenyl)propenal (Maybridge) in ethanol was treated with hydrazine via syringe and heated to reflux for 16 hours. Concentration in vacuo afforded crude 4-(2-nitrophenyl)pyrazole, which was reduced as in Example 64 and coupled with CMI to give the fumaric acid salt of N-(4,5-dihydro-1H-imidazol-2-ylmethyl)-2-(1H-pyrazol-4-yl)aniline.